From a dataset of the Open Reaction Database (ORD), a public repository of structured organic reaction records. describe an organic reaction: reactants, conditions, products, and yield As a reaction SMILES: CS(O)(=O)=O.[CH3:6][NH:7][C:8]([C:10]1[NH:11][CH:12]=[CH:13][N:14]=1)=[NH:9].[Cl:15][C:16]1[CH:23]=[C:22]([F:24])[CH:21]=[CH:20][C:17]=1C=O.[C:25]([O:31][CH2:32][CH3:33])(=[O:30])[CH2:26][C:27]([CH3:29])=O.[C:34]([O-])(=O)C.[Na+]>C(O)C>[CH3:34][N:11]1[CH:12]=[CH:13][N:14]=[C:10]1[C:8]1[NH:9][C:27]([CH3:29])=[C:26]([C:25]([O:31][CH2:32][CH3:33])=[O:30])[CH:6]([C:17]2[CH:20]=[CH:21][C:22]([F:24])=[CH:23][C:16]=2[Cl:15])[N:7]=1 |f:0.1,4.5|. Solvent: C(C)O (ethanol). Reported procedure: 2 mmol N-methyl-1H-imidazol-2-formamidine methane sulfonate (Tommasi, R. A., Macchia, W. M., Parker, D. T., Tetrahedron Lett 1998, 39:5947-5950), 2 mmol 2-chloro-4-fluorobenzaldehyde, 2 mmol ethyl acetoacetate and 2.2 mmol sodium acetate were reacted under reflux in 10 ml anhydrous ethanol for 20 hr, concentrated, and then ethyl acetate and water were added to separate the layers. The ethyl acetate layer was dried over anhydrous sodium sulfate, and separated by a column chromatography to obtain ... Starting materials: ClC1=C(C=O)C=CC(=C1)F (2-chloro-4-fluorobenzaldehyde), C(CC(=O)C)(=O)OCC (ethyl acetoacetate), C(C)(=O)[O-].[Na+] (sodium acetate), CS(=O)(=O)O.CNC(=N)C=1NC=CN1 (N-methyl-1H-imidazol-2-formamidine methane sulfonate). The product is CN1C(=NC=C1)C=1NC(=C(C(N1)C1=C(C=C(C=C1)F)Cl)C(=O)OCC)C (ethyl 2-(N-methyl-1H-imidazol-2-yl)-4-(2-chloro-4-fluorophenyl)-6-methyl-1,4-dihydro-pyrimidin-5-carboxylate). The reactants are S1C2=C(C=C1C=1C(=CC(=C(C1)/C=C/C(=O)C1=CC=C(C(=O)O)C=C1)OC)OC)C=CC=C2 (4-[3E-(5-Benzo[b]thiophen-2-yl-2,4-dimethoxy-phenyl)-acryloyl]-benzoic acid), CCN=C=NCCCN(C)C (EDCI). The reagents and catalysts are CN(C)C=1C=CN=CC1 (DMAP). Run in CO (methanol). The product is COC(C1=CC=C(C=C1)C(\C=C\C1=C(C=C(C(=C1)C1=CC2=C(S1)C=CC=C2)OC)OC)=O)=O (4-[3E-(5-Benzo[b]thiophen-2-yl-2,4-dimethoxy-phenyl)-acryloyl]-benzoic acid methyl ester). The yield is 34.0%. Reaction SMILES: [S:1]1[C:5]([C:6]2[C:7]([O:27][CH3:28])=[CH:8][C:9]([O:25][CH3:26])=[C:10](/[CH:12]=[CH:13]/[C:14]([C:16]3[CH:24]=[CH:23][C:19]([C:20]([OH:22])=[O:21])=[CH:18][CH:17]=3)=[O:15])[CH:11]=2)=[CH:4][C:3]2[CH:29]=[CH:30][CH:31]=[CH:32][C:2]1=2.[CH3:33]CN=C=NCCCN(C)C>CN(C1C=CN=CC=1)C.CO>[CH3:33][O:21][C:20](=[O:22])[C:19]1[CH:23]=[CH:24][C:16]([C:14](=[O:15])/[CH:13]=[CH:12]/[C:10]2[CH:11]=[C:6]([C:5]3[S:1][C:2]4[CH:32]=[CH:31][CH:30]=[CH:29][C:3]=4[CH:4]=3)[C:7]([O:27][CH3:28])=[CH:8][C:9]=2[O:25][CH3:26])=[CH:17][CH:18]=1. Procedure details: The title compound was prepared by esterification of 4-[3E-(5-Benzo[b]thiophen-2-yl-2,4-dimethoxy-phenyl)-acryloyl]-benzoic acid (Ex-3) with methanol in the presence of EDCI and DMAP. Yellow solid, 34% yield, m.p. 149–151° C. 1H-NMR (300 MHz, CDCl3): 8.17 (d, 2H, J=6.7 Hz), 8.10 (d, 1H, J=15.8 Hz), 8.05 (d, 2H, J=6.7 Hz), 7.95 (s, 1H), 7.82 (m, 2H), 7.67 (s, 1H), 7.57 (d, 1H, J=15.8 Hz), 7.33 (m, 2H), 6.58 (s, 1H), 4.04 (s, 3H), 4.00 (s, 3H), 3.97 (s, 3H). MS m/z=458 ([M]+, 100%). HRMS (EI) Calc...